Dataset: the Open Reaction Database (ORD), a public repository of structured organic reaction records. Task: describe an organic reaction: reactants, conditions, products, and yield Reactants: CC1=C(C(=CC=C1)C)C=1NC2=C(N1)C=CC(=C2)C(=O)O (2-(2,6-dimethylphenyl)-3H-benzoimidazole-5-carboxylic acid), O=S(Cl)Cl (SOCl2), C1(=CC=CC=C1)C (toluene). The reagents and catalysts are CN(C)C=O (DMF). Conditions: time 18 hour. Product: Cl.CC1=C(C(=CC=C1)C)C=1NC2=C(N1)C=CC(=C2)C(=O)Cl (2-(2,6-dimethyl-phenyl)-3H-benzoimidazole-5-carbonyl chloride HCl salt). RXN SMILES: [CH3:1][C:2]1[CH:7]=[CH:6][CH:5]=[C:4]([CH3:8])[C:3]=1[C:9]1[NH:10][C:11]2[CH:17]=[C:16]([C:18]([OH:20])=O)[CH:15]=[CH:14][C:12]=2[N:13]=1.C1(C)C=CC=CC=1.O=S(Cl)[Cl:30]>CN(C=O)C>[ClH:30].[CH3:1][C:2]1[CH:7]=[CH:6][CH:5]=[C:4]([CH3:8])[C:3]=1[C:9]1[NH:10][C:11]2[CH:17]=[C:16]([C:18]([Cl:30])=[O:20])[CH:15]=[CH:14][C:12]=2[N:13]=1 |f:4.5|. Reported procedure: To a mixture of 2-(2,6-dimethylphenyl)-3H-benzoimidazole-5-carboxylic acid (8.0 g) in SOCl2 (30 mL) was added 5 drops of DMF. After the suspension was stirred for 18 h, toluene (20 mL) was added and mixture was stirred for an additional 1 h. The suspension was filtered, washed with toluene and CH2Cl2. The white solid was dried under reduced pressure give 2-(2,6-dimethyl-phenyl)-3H-benzoimidazole-5-carbonyl chloride HCl salt; MS (ESI)m/z 267 (M+H). Reaction SMILES: [N+:1]([C:4]1[CH:5]=[C:6]([NH:10][C:11]2[N:18]=[CH:17][CH:16]=[CH:15][C:12]=2[CH:13]=O)[CH:7]=[CH:8][CH:9]=1)([O-:3])=[O:2].[N:19]1[CH:24]=[CH:23][CH:22]=[C:21]([CH2:25][CH2:26][CH2:27][CH2:28][C:29](OCC)=[O:30])[N:20]=1.[Li+].CC([N-]C(C)C)C>>[N+:1]([C:4]1[CH:5]=[C:6]([N:10]2[C:11]3[C:12](=[CH:15][CH:16]=[CH:17][N:18]=3)[CH:13]=[C:28]([CH2:27][CH2:26][CH2:25][C:21]3[N:20]=[N:19][CH:24]=[CH:23][CH:22]=3)[C:29]2=[O:30])[CH:7]=[CH:8][CH:9]=1)([O-:3])=[O:2] |f:2.3|. Product: [N+](=O)([O-])C=1C=C(C=CC1)N1C(C(=CC2=CC=CN=C12)CCCC=1N=NC=CC1)=O (1-(3-nitrophenyl)-3-[3-(pyridazin-3-yl)propyl]-1,8-naphthyridin-2(1H)-one). Yield: 4.9%. The reactants are [N+](=O)([O-])C=1C=C(C=CC1)NC1=C(C=O)C=CC=N1 (2-(3-nitrophenylamino)nicotinaldehyde), N1=NC(=CC=C1)CCCCC(=O)OCC (ethyl 5-(pyridazin-3-yl)pentanoate), [Li+].CC(C)[N-]C(C)C (LDA). Reported procedure: The procedure of Example 1 was repeated using 2-(3-nitrophenylamino)nicotinaldehyde (1.0 eq.), ethyl 5-(pyridazin-3-yl)pentanoate (1.2 eq., prepared in Synthetic Example 6) and LDA (1.2 eq.) to obtain 1-(3-nitrophenyl)-3-[3-(pyridazin-3-yl)propyl]-1,8-naphthyridin-2(1H)-one (yield, 4.9%). The product was purified through flash column chromatography and recrystallization (mp 234–235° C./DMF). The reactants are [Br-], CC(C)C(=O)c1ccccc1, CCOC(=O)CCC[P+](c1ccccc1)(c1ccccc1)c1ccccc1, CC(C)(C)[O-], [Cl-], [K+], [Na+], C1CCOC1, O. The product is CCOC(=O)CCC=C(c1ccccc1)C(C)C. RXN SMILES: [Br-:1].[C:35]([CH:36]([CH3:37])[CH3:38])(=[O:39])[c:40]1[cH:41][cH:42][cH:43][cH:44][cH:45]1.[CH2:2]([CH3:3])[O:4][C:5](=[O:6])[CH2:7][CH2:8][CH2:9][P+:10]([c:11]1[cH:12][cH:13][cH:14][cH:15][cH:16]1)([c:17]1[cH:18][cH:19][cH:20][cH:21][cH:22]1)[c:23]1[cH:24][cH:25][cH:26][cH:27][cH:28]1.[CH3:29][C:30]([CH3:31])([O-:32])[CH3:33].[Cl-:47].[K+:34].[Na+:46].[O:48]1[CH2:49][CH2:50][CH2:51][CH2:52]1.[OH2:53]>>[CH2:2]([CH3:3])[O:4][C:5](=[O:6])[CH2:7][CH2:8][CH:9]=[C:35]([CH:36]([CH3:37])[CH3:38])[c:40]1[cH:41][cH:42][cH:43][cH:44][cH:45]1. Starting materials: C(C)OC(=O)N(OC(=O)OCC)CC(CP(OCC)(OCC)=O)OC1OCCCC1 (diethyl 3-(N-ethoxycarbonyl-N-ethoxycarbonyloxyamino)-2-(tetrahydro-2H-pyran-2-yloxy)propylphosphonate), C[Si](Br)(C)C (trimethylbromosilane), C (charcoal). The solvent is O (water), C(Cl)Cl (methylene chloride). The product is C(C)OC(=O)N(O)CC(CP(O)(O)=O)O (3-(N-ethoxycarbonyl-N-hydroxyamino)-2-hydroxypropylphosphonic acid). Yield: 97.2%. RXN SMILES: [CH2:1]([O:3][C:4]([N:6]([CH2:13][CH:14]([O:24]C1CCCCO1)[CH2:15][P:16](=[O:23])([O:20]CC)[O:17]CC)[O:7]C(OCC)=O)=[O:5])[CH3:2].C[Si](C)(C)Br.C>C(Cl)Cl.O>[CH2:1]([O:3][C:4]([N:6]([CH2:13][CH:14]([OH:24])[CH2:15][P:16](=[O:17])([OH:23])[OH:20])[OH:7])=[O:5])[CH3:2]. Procedure: To a solution of diethyl 3-(N-ethoxycarbonyl-N-ethoxycarbonyloxyamino)-2-(tetrahydro-2H-pyran-2-yloxy)propylphosphonate (5.01 g.) in methylene chloride (10 ml.), was added dropwise trimethylbromosilane (6.73 g.) with stirring under ice-cooling. The mixture was stirred for an hour under ice-cooling and for additional 2 hours at ambient temperature and evaporated under reduced pressure to remove off the solvent and unreacted excess trimethylbromosilane. The residue was dissolved in water (50 ml.),... The reactants are C(C1=CC=CC=C1)N1N=C(C2=CC=CC=C12)OCC(=O)O ([(1-BENZYL-1H-indazol-3-yl)-oxy]acetic acid), S(=O)(Cl)Cl (thionyl chloride). The solvent is C1=CC=CC=C1 (benzene). Product: C(C1=CC=CC=C1)N1N=C(C2=CC=CC=C12)OCC(=O)Cl ([(1-benzyl-1H-indazol-3-yl)-oxy]acetyl chloride). The yield is 90.0%. As a reaction SMILES: [CH2:1]([N:8]1[C:16]2[C:11](=[CH:12][CH:13]=[CH:14][CH:15]=2)[C:10]([O:17][CH2:18][C:19]([OH:21])=O)=[N:9]1)[C:2]1[CH:7]=[CH:6][CH:5]=[CH:4][CH:3]=1.S(Cl)([Cl:24])=O>C1C=CC=CC=1>[CH2:1]([N:8]1[C:16]2[C:11](=[CH:12][CH:13]=[CH:14][CH:15]=2)[C:10]([O:17][CH2:18][C:19]([Cl:24])=[O:21])=[N:9]1)[C:2]1[CH:7]=[CH:6][CH:5]=[CH:4][CH:3]=1. Reported procedure: [(1-BENZYL-1H-indazol-3-yl)-oxy]acetic acid (Bendazac) (50 g) are suspended in benzene (500 ml) and thionyl chloride (15 ml) is added. The solution is stirred under reflux for about half an hour, cooled, concentrated at room temperature under reduced pressure, the oily residue is treated with further benzene and concentrated again to dryness under vacuum. After addition of hexane, the acidic chloride precipitates as lightly coloured crystals. The solution is filtered and washed with hexane. The ... Starting materials: Cl.O=C1N(C=CC(=C1)CN1C=NC=C1CC1=CC=C(C#N)C=C1)C1=CC=CC=C1 (4-[3-(2-oxo-1-phenyl-1,2-dihydropyridin-4-ylmethyl)-3H-imidazol-4-ylmethyl]benzonitrile, hydrochloride), C(#N)C=1C=NC=C(C1)Br (3-cyano-5-bromopyridine), IC1=CC=CC=C1 (iodobenzene). Yields the product C(#N)C=1C=C(C=NC1)N1C(C=C(C=C1)CN1C=NC=C1CC1=CC=C(C#N)C=C1)=O (4-[3-(5'-Cyano-2-oxo-2H-[1,3']bipyridinyl-4-ylmethyl)-3H-imidazol-4-ylmethyl]-benzonitrile). Reaction SMILES: Cl.[O:2]=[C:3]1[CH:8]=[C:7]([CH2:9][N:10]2[C:14]([CH2:15][C:16]3[CH:23]=[CH:22][C:19]([C:20]#[N:21])=[CH:18][CH:17]=3)=[CH:13][N:12]=[CH:11]2)[CH:6]=[CH:5][N:4]1[C:24]1[CH:29]=CC=C[CH:25]=1.[C:30]([C:32]1[CH:33]=[N:34]C=C(Br)C=1)#[N:31].IC1C=CC=CC=1>>[C:33]([C:32]1[CH:29]=[C:24]([N:4]2[CH:5]=[CH:6][C:7]([CH2:9][N:10]3[C:14]([CH2:15][C:16]4[CH:17]=[CH:18][C:19]([C:20]#[N:21])=[CH:22][CH:23]=4)=[CH:13][N:12]=[CH:11]3)=[CH:8][C:3]2=[O:2])[CH:25]=[N:31][CH:30]=1)#[N:34] |f:0.1|. Procedure details: 4-[3-(5'-Cyano-2-oxo-2H-[1,3']bipyridinyl-4-ylmethyl)-3H-imidazol-4-ylmethyl]-benzonitrile was prepared in a manner substantially similar to the procedure described above for 4-[3-(2-oxo-1-phenyl-1,2-dihydropyridin-4-ylmethyl)-3H-imidazol-4-ylmethyl]benzonitrile, hydrochloride, but substituting 3-cyano-5-bromopyridine for the iodobenzene in Step 3. Starting materials: CO, Cl, O=CNC(c1ccc(F)cc1)c1ccc(F)cc1, [Na+], [OH-]. Product: NC(c1ccc(F)cc1)c1ccc(F)cc1. Reaction SMILES: [CH3:22][OH:23].[ClH:19].[F:1][c:2]1[cH:3][cH:4][c:5]([CH:8]([c:9]2[cH:10][cH:11][c:12]([F:15])[cH:13][cH:14]2)[NH:16][CH:17]=[O:18])[cH:6][cH:7]1.[Na+:21].[OH-:20]>>[F:1][c:2]1[cH:3][cH:4][c:5]([CH:8]([c:9]2[cH:10][cH:11][c:12]([F:15])[cH:13][cH:14]2)[NH2:16])[cH:6][cH:7]1. Starting materials: [Al+3], CC(C)C(C(=O)O)N(C)C(=O)OC(C)(C)C, C1CCOC1, C[N-]OC, CCOCC, [H-], [H-], [H-], [H-], [K+], [Li+], O, O=S(=O)([O-])O. Yields the product CC(C)C(C=O)N(C)C(=O)OC(C)(C)C. Reaction SMILES: [Al+3:2].[C:7](=[O:8])([O:9][C:10]([CH3:11])([CH3:12])[CH3:13])[N:14]([CH:15]([CH:16]([CH3:17])[CH3:18])[C:19](=[O:20])[OH:21])[CH3:22].[CH2:38]1[O:39][CH2:40][CH2:41][CH2:42]1.[CH3:23][O:24][N-:25][CH3:26].[CH3:33][CH2:34][O:35][CH2:36][CH3:37].[H-:1].[H-:4].[H-:5].[H-:6].[K+:32].[Li+:3].[OH2:43].[S:27]([O-:28])([OH:29])(=[O:30])=[O:31]>>[C:7](=[O:8])([O:9][C:10]([CH3:11])([CH3:12])[CH3:13])[N:14]([CH:15]([CH:16]([CH3:17])[CH3:18])[CH:19]=[O:20])[CH3:22]. Starting materials: FC1=CC=C(C=C1)C=1NC(C(C#N)=CC1)=O (6-(p-fluorophenyl)-1,2-dihydro-2-oxonicotinonitrile), C(C1=CC=CC=C1)N1CCNCC1 (N-benzylpiperazine). Run in CS(=O)C (dimethyl sulfoxide). Yields the product C(C1=CC=CC=C1)N1CCN(CC1)C1=CC=C(C=C1)C=1NC(C(C#N)=CC1)=O (6-[p-(4-benzyl-1-piperazinyl)phenyl]-1,2-dihydro-2-oxonicotinonitrile). As a reaction SMILES: F[C:2]1[CH:7]=[CH:6][C:5]([C:8]2[NH:9][C:10](=[O:16])[C:11](=[CH:14][CH:15]=2)[C:12]#[N:13])=[CH:4][CH:3]=1.[CH2:17]([N:24]1[CH2:29][CH2:28][NH:27][CH2:26][CH2:25]1)[C:18]1[CH:23]=[CH:22][CH:21]=[CH:20][CH:19]=1>CS(C)=O>[CH2:17]([N:24]1[CH2:29][CH2:28][N:27]([C:2]2[CH:7]=[CH:6][C:5]([C:8]3[NH:9][C:10](=[O:16])[C:11](=[CH:14][CH:15]=3)[C:12]#[N:13])=[CH:4][CH:3]=2)[CH2:26][CH2:25]1)[C:18]1[CH:19]=[CH:20][CH:21]=[CH:22][CH:23]=1. Procedure details: From 11.7 g. of 6-(p-fluorophenyl)-1,2-dihydro-2-oxonicotinonitrile and 19.1 g. of N-benzylpiperazine in 150 ml. of dimethyl sulfoxide, there is obtained 6-[p-(4-benzyl-1-piperazinyl)phenyl]-1,2-dihydro-2-oxonicotinonitrile; m.p. 275°-286° (dec.).